This data is from the Open Reaction Database (ORD), a public repository of structured organic reaction records. The task is: describe an organic reaction: reactants, conditions, products, and yield Reactants: C(=O)(O)[O-].[Na+] (NaHCO3), ICCC (1-iodopropane), resultant mixture, NCCC1=C2C=CNC2=CC=C1 (4-[(2-amino)ethyl]indole), ICCC (1-iodopropane), C(=O)(O)[O-].[Na+] (NaHCO3), C1(=CC=CC=C1)C (toluene). The solvent is O (water). Yields the product C(CC)N(CCC1=C2C=CNC2=CC=C1)CCC (4-[2-(dipropylamino)ethyl]indole). Isolated yield 83.0%. Reaction SMILES: [NH2:1][CH2:2][CH2:3][C:4]1[CH:12]=[CH:11][CH:10]=[C:9]2[C:5]=1[CH:6]=[CH:7][NH:8]2.I[CH2:14][CH2:15][CH3:16].C([O-])(O)=O.[Na+].[C:22]1(C)[CH:27]=CC=C[CH:23]=1>O>[CH2:14]([N:1]([CH2:23][CH2:22][CH3:27])[CH2:2][CH2:3][C:4]1[CH:12]=[CH:11][CH:10]=[C:9]2[C:5]=1[CH:6]=[CH:7][NH:8]2)[CH2:15][CH3:16] |f:2.3|. Procedure details: A mixture of 4-[(2-amino)ethyl]indole (III) (2.0 g, 12.48 mmol), 1-iodopropane (8.5 g, 50 mmol), NaHCO3 (2.3 g, 27.4 mmol) in toluene (40 mL) was stirred at reflux temperature for 21 h. NaHCO3 (1.15 g, 13.7 mmol) in water (20 mL) and 1-iodopropane (2.12 g, 12.47 mmol) were added to the resultant mixture and was stirred at the same temperature for 6 h. When the mixture reached room temperature, it was filtered and layers were separated. The organic layer was washed with water (15 mL), dried, filt... Reactants: C(C1=CC=CC=C1)OC(=O)N1CC(CC1)NC1=NC(=NC2=C1SC(=C2)C)N2CCS(C1=C(C2)C=CC=C1)=O (benzyl-3-{[2-(1-oxido-2,3-dihydro-1,4-benzothiazepin-4(5H)-yl)-6-methylthienopyrimidin-4-yl]amino}-pyrrolidine-1-carboxylate), [OH-].[K+] (potassium hydroxide). Run in CO (methanol). Yields the product N1CC(CC1)NC=1C2=C(N=C(N1)N1CCS(C3=C(C1)C=CC=C3)=O)C=C(S2)C (N-[Pyrrolidin-3-yl]-6-methyl-2-(1-oxido-2,3-dihydro-1,4-benzothiazepin-4(5H)-yl)thieno[3,2-d]pyrimidin-4-amine). As a reaction SMILES: C(OC([N:11]1[CH2:15][CH2:14][CH:13]([NH:16][C:17]2[C:22]3[S:23][C:24]([CH3:26])=[CH:25][C:21]=3[N:20]=[C:19]([N:27]3[CH2:33][C:32]4[CH:34]=[CH:35][CH:36]=[CH:37][C:31]=4[S:30](=[O:38])[CH2:29][CH2:28]3)[N:18]=2)[CH2:12]1)=O)C1C=CC=CC=1.[OH-].[K+]>CO>[NH:11]1[CH2:15][CH2:14][CH:13]([NH:16][C:17]2[C:22]3[S:23][C:24]([CH3:26])=[CH:25][C:21]=3[N:20]=[C:19]([N:27]3[CH2:33][C:32]4[CH:34]=[CH:35][CH:36]=[CH:37][C:31]=4[S:30](=[O:38])[CH2:29][CH2:28]3)[N:18]=2)[CH2:12]1 |f:1.2|. Procedure: To a suspension of benzyl-3-{[2-(1-oxido-2,3-dihydro-1,4-benzothiazepin-4(5H)-yl)-6-methylthienopyrimidin-4-yl]amino}-pyrrolidine-1-carboxylate (300 mg, 0.55 mmol) in methanol (5 mL) was added an aqueous solution of potassium hydroxide (40%, 5 mL). The suspension was heated under reflux for 30 minutes. The organic solvent was removed by concentration in vacuo. The residue was purified by preparative HPLC to afford the pure product as a white solid. MS obsd. (ESI+) [(M+H)+] 414, 1H NMR (METHANOL-... Starting materials: [Si](C1=CC=CC=C1)(C1=CC=CC=C1)(C(C)(C)C)OC1=CC=C(C=C1)C(C)NC1=NC=C(C(=N1)C1=CN=C2N1C=CC=C2C(F)F)C#N (2-{[1-(4-{[t-butyl(diphenyl)silyl]oxy}phenyl)ethyl]amino}-4-[8-(difluoromethyl)imidazo[1,2-a]pyridin-3-yl]pyrimidine-5-carbonitrile), [F-].C(CCC)[N+](CCCC)(CCCC)CCCC (tetrabutylammonium fluoride). Run in O1CCCC1 (tetrahydrofuran), C(C)(=O)OCC (ethyl acetate). Reaction conditions: time 1 hour. Yields the product FC(C=1C=2N(C=CC1)C(=CN2)C2=NC(=NC=C2C#N)NC(C)C2=CC=C(C=C2)O)F (4-[8-(difluoromethyl)imidazo[1,2-a]pyridin-3-yl]-2-{[1-(4-hydroxyphenyl)ethyl]amino}pyrimidine-5-carbonitrile). Isolated yield 81.6%. Reaction SMILES: [Si]([O:18][C:19]1[CH:24]=[CH:23][C:22]([CH:25]([NH:27][C:28]2[N:33]=[C:32]([C:34]3[N:38]4[CH:39]=[CH:40][CH:41]=[C:42]([CH:43]([F:45])[F:44])[C:37]4=[N:36][CH:35]=3)[C:31]([C:46]#[N:47])=[CH:30][N:29]=2)[CH3:26])=[CH:21][CH:20]=1)(C(C)(C)C)(C1C=CC=CC=1)C1C=CC=CC=1.[F-].C([N+](CCCC)(CCCC)CCCC)CCC>O1CCCC1.C(OCC)(=O)C>[F:45][CH:43]([F:44])[C:42]1[C:37]2[N:38]([C:34]([C:32]3[C:31]([C:46]#[N:47])=[CH:30][N:29]=[C:28]([NH:27][CH:25]([C:22]4[CH:21]=[CH:20][C:19]([OH:18])=[CH:24][CH:23]=4)[CH3:26])[N:33]=3)=[CH:35][N:36]=2)[CH:39]=[CH:40][CH:41]=1 |f:1.2|. Reported procedure: 208 mg of the 2-{[1-(4-{[t-butyl(diphenyl)silyl]oxy}phenyl)ethyl]amino}-4-[8-(difluoromethyl)imidazo[1,2-a]pyridin-3-yl]pyrimidine-5-carbonitrile [111-1] was dissolved in 5 mL of tetrahydrofuran, then 320 μL of tetrabutylammonium fluoride (1.0M tetrahydrofuran solution) was added under an ice-cold condition, and stirred at room temperature for 1 hour. The reaction solution was diluted in 200 mL of ethyl acetate, and washed with phosphate buffer pH6.8 and saturated brine in the subsequent order. ... The reactants are C(C)(C)(C)C1=NC(=C(N1)C1=CC=C(C(=N1)NCC(C)(C)C)[N+](=O)[O-])C1=CC=C(C=C1)F ({6-[2-tert-Butyl-5-(4-fluoro-phenyl)-3H-imidazol-4-yl]-3-nitro-pyridin-2-yl}-(2,2-dimethylpropyl)-amine), C(C)(=O)OCC (ethyl acetate), O (water), N#CBr (cyanogen bromide). Reagents/catalysts: [Pd] (palladium on carbon). Run in C(C)O (ethanol), CO (MeOH), C(Cl)Cl (CH2Cl2). Product: N (ammonia), C(C)(C)(C)C=1NC(=C(N1)C1=CC=C2C(=N1)N(C(=N2)N)CC(C)(C)C)C2=CC=C(C=C2)F (5-[2-tert-butyl-5-(4-fluoro-phenyl)-1H-imidazol-4-yl]-3-(2,2-dimethyl-propyl)-3H-imidazo[4,5-b]pyridin-2-ylamine). Yield: 74.2%. Reaction SMILES: [C:1]([C:5]1[NH:9][C:8]([C:10]2[N:15]=[C:14]([NH:16][CH2:17][C:18]([CH3:21])([CH3:20])[CH3:19])[C:13]([N+:22]([O-])=O)=[CH:12][CH:11]=2)=[C:7]([C:25]2[CH:30]=[CH:29][C:28]([F:31])=[CH:27][CH:26]=2)[N:6]=1)([CH3:4])([CH3:3])[CH3:2].[N:32]#[C:33]Br.C(OCC)(=O)C.O>[Pd].C(O)C.CO.C(Cl)Cl>[NH3:6].[C:1]([C:5]1[NH:6][C:7]([C:25]2[CH:30]=[CH:29][C:28]([F:31])=[CH:27][CH:26]=2)=[C:8]([C:10]2[N:15]=[C:14]3[N:16]([CH2:17][C:18]([CH3:21])([CH3:20])[CH3:19])[C:33]([NH2:32])=[N:22][C:13]3=[CH:12][CH:11]=2)[N:9]=1)([CH3:4])([CH3:3])[CH3:2]. Procedure details: Stir a suspension of {6-[2-tert-Butyl-5-(4-fluoro-phenyl)-3H-imidazol-4-yl]-3-nitro-pyridin-2-yl}-(2,2-dimethylpropyl)-amine (426 mg, 1.0 mmol) and 10% palladium on carbon (85 mg) in 100% ethanol under hydrogen from a balloon overnight. Filter the suspension through a 0.2 μm syringe filter and concentrate under reduced pressure. Dissolve the residue in 10% aqueous ethanol and treat at room temperature with cyanogen bromide (80 mg, 0.75 mmol, 1.5 equiv). When the reaction is complete, quench the ...